From a dataset of the Open Reaction Database (ORD), a public repository of structured organic reaction records. describe an organic reaction: reactants, conditions, products, and yield Reactants: C(CCC)[Li] (n-butyllithium), S1C=NC=C1 (thiazole), C(=O)=O (carbon dioxide), BrC=1SC=C(N1)Br (2,4-dibromo-1,3-thiazole), B(F)(F)F.CCCCOCCCC (boron trifluoride dibutyl etherate), C(=O)=O (dry ice). The solvent is C1(=CC=CC=C1)C (toluene), C1(=CC=CC=C1)C (toluene), ClC1=CC=CC=C1 (chlorobenzene). Conditions: temperature -58 celsius, time 10 minute. The product is BrC=1N=C(SC1)[C@@]12NOC[C@@H]1C[C@@H](OC2)C ((3aR,5S,7aR)-7a-(4-bromo-1,3-thiazol-2-yl)-5-methylhexahydro-1H-pyrano[3,4-c][1,2]oxazole). As a reaction SMILES: Br[C:2]1[S:3][CH:4]=[C:5]([Br:7])[N:6]=1.C([Li])CCC.B(F)(F)F.CC[CH2:19][CH2:20][O:21][CH2:22][CH2:23][CH2:24][CH3:25].S1C=C[N:28]=C1.[C:31](=[O:33])=O>C1(C)C=CC=CC=1.ClC1C=CC=CC=1>[Br:7][C:5]1[N:6]=[C:2]([C@:23]23[CH2:22][O:21][C@@H:20]([CH3:19])[CH2:25][C@H:24]2[CH2:31][O:33][NH:28]3)[S:3][CH:4]=1 |f:2.3|. Reported procedure: A mixture of 2,4-dibromo-1,3-thiazole (11.85 g, 48.78 mmol) in toluene (90 mL) and chlorobenzene (90 mL) was cooled to −58° C. (internal temperature) and treated in a drop-wise manner with n-butyllithium (1.6 M solution in hexanes, 29 mL, 46 mmol), while maintaining the internal reaction temperature at −55° C. In a separate flask, a solution of P1 (5.00 g, 35.4 mmol) in toluene (25 mL) was cooled to 0° C. and slowly treated with boron trifluoride dibutyl etherate (11.0 mL, 53.2 mmol), while keep...